Dataset: the Open Reaction Database (ORD), a public repository of structured organic reaction records. Task: describe an organic reaction: reactants, conditions, products, and yield Reactants: ( ii ), C(#N)C1=CC(=C(C=O)C=C1)C=C (4-cyano-2-vinylbenzaldehyde), [C-]#N.[K+] (potassium cyanide), C([O-])([O-])=O.[NH4+].[NH4+] (ammonium carbonate), C(C)O.O (ethanol water). Conditions: temperature 85 celsius. The product is C(#N)C1=CC(=C(C=C1)C1C(NC(N1)=O)=O)C=C (5-(4-cyano-2-vinylphenyl)hydantoin). RXN SMILES: [C:1]([C:3]1[CH:10]=[CH:9][C:6]([CH:7]=O)=[C:5]([CH:11]=[CH2:12])[CH:4]=1)#[N:2].[C-]#N.[K+].[C:16](=[O:19])([O-])[O-].[NH4+:20].[NH4+:21].[CH2:22]([OH:24])C.O>>[C:1]([C:3]1[CH:10]=[CH:9][C:6]([CH:7]2[NH:21][C:22](=[O:24])[NH:20][C:16]2=[O:19])=[C:5]([CH:11]=[CH2:12])[CH:4]=1)#[N:2] |f:1.2,3.4.5,6.7|. Procedure details: A stirred mixture of 4-cyano-2-vinylbenzaldehyde (0.24 g, 1.53 mmol), potassium cyanide (0.2 g, 3.06 mmol) and ammonium carbonate (0.59 g, 6.12 mmol) in ethanol-water (1:1, 6 ml) was heated to 85° C. for 17 hours following the procedure described in Example 1 part (ii). The crude solid obtained after extraction was chromatographed on flash silica eluting with ethyl acetate-hexane (4:1) to give 5-(4-cyano-2-vinylphenyl)hydantoin as a gum. The reactants are C(C(C)(C)C)(=O)Cl (Pivaloyl chloride), C(C)(=O)OC(C)C (iso-propyl acetate), COC1=CC=C(CN2C(SCC2C(=O)O)=O)C=C1 (3-(4-methoxy-benzyl)-2-oxo-thiazolidine-4-carboxylic acid), CONC (N-Methoxy-methanamine), CN1CCOCC1 (4-Methyl-morpholine), amine. The solvent is CCCCCCC (n-heptane). Reaction conditions: temperature 0 celsius, time 45 minute. Product: CON(C(=O)C1N(C(SC1)=O)CC1=CC=C(C=C1)OC)C (3-(4-methoxy-benzyl)-2-oxo-thiazolidine-4-carboxylic acid methoxy-methyl-amide). Isolated yield 69.4%. As a reaction SMILES: C(OC(C)C)(=O)C.[CH3:8][O:9][C:10]1[CH:25]=[CH:24][C:13]([CH2:14][N:15]2[CH:19]([C:20]([OH:22])=O)[CH2:18][S:17][C:16]2=[O:23])=[CH:12][CH:11]=1.CN1CCOCC1.C(Cl)(=O)C(C)(C)C.[CH3:40][O:41][NH:42][CH3:43]>CCCCCCC>[CH3:40][O:41][N:42]([CH3:43])[C:20]([CH:19]1[CH2:18][S:17][C:16](=[O:23])[N:15]1[CH2:14][C:13]1[CH:12]=[CH:11][C:10]([O:9][CH3:8])=[CH:25][CH:24]=1)=[O:22]. Procedure details: A 22 L three-necked round bottom flask fitted with an internal temperature probe and a mechanical stirrer was charged with an iso-propyl acetate solution of 3-(4-methoxy-benzyl)-2-oxo-thiazolidine-4-carboxylic acid (310.0 g, 1.16 mol, approximately 3 L). The vessel was purged with nitrogen and cooled to 0° C. 4-Methyl-morpholine (130.0 g, 1.29 mol) was added while maintaining an internal reaction temperature below 5° C. Pivaloyl chloride (150.0 g, 1.24 mol) was added dropwise such that the inter... The reactants are CO, Cl, N#Cc1c(N2CCc3ccccc3CC2)nc(COC2CCCCO2)n(CC(F)(F)F)c1=O. The product is N#Cc1c(N2CCc3ccccc3CC2)nc(CO)n(CC(F)(F)F)c1=O. Reaction SMILES: [CH3:35][OH:36].[ClH:34].[O:1]=[c:2]1[c:3]([C:32]#[N:33])[c:4]([N:21]2[CH2:22][CH2:23][c:24]3[c:25]([cH:28][cH:29][cH:30][cH:31]3)[CH2:26][CH2:27]2)[n:5][c:6]([CH2:13][O:14][CH:15]2[CH2:16][CH2:17][CH2:18][CH2:19][O:20]2)[n:7]1[CH2:8][C:9]([F:10])([F:11])[F:12]>>[O:1]=[c:2]1[c:3]([C:32]#[N:33])[c:4]([N:21]2[CH2:22][CH2:23][c:24]3[c:25]([cH:28][cH:29][cH:30][cH:31]3)[CH2:26][CH2:27]2)[n:5][c:6]([CH2:13][OH:14])[n:7]1[CH2:8][C:9]([F:10])([F:11])[F:12]. Starting materials: FC1=C(C(=O)O)C=C(C=C1)S(NC(F)(F)F)(=O)=O (Fluoro-5 trifluoromethylsulfamoyl-benzoic acid), OC(CNC(C1=C(C(=CC(=C1)F)C(NCC(F)(F)F)=O)OCC1=CC=CC=C1)=O)C1OC(OC1)(C)C (benzyloxy-5-fluoro-3-(2,2,2-trifluoroethylcarbamoyl)-benzoic acid-[2-hydroxy-2-(2,2-dimethyl-1,3-dioxolan-4-yl)-ethylamide]), O (water). Reagents/catalysts: [C].[Pd] (palladium-carbon). The solvent is CO (methanol), Cl (hydrochloric acid). Run at time 3 hour. Yields the product OC(CNC(C1=C(C(=CC(=C1)F)C(NCC(F)(F)F)=O)O)=O)C(CO)O (5-Fluoro-2-hydroxy-3-(2,2,2-trifluoroethylcarbamoyl)-benzoic acid-(2,3,4-trihydroxybutyl)amide). As a reaction SMILES: FC1C=CC(S(=O)(=O)NC(F)(F)F)=CC=1C(O)=O.[OH:19][CH:20]([CH:48]1[CH2:52][O:51]C(C)(C)[O:49]1)[CH2:21][NH:22][C:23](=[O:47])[C:24]1[CH:29]=[C:28]([F:30])[CH:27]=[C:26]([C:31](=[O:38])[NH:32][CH2:33][C:34]([F:37])([F:36])[F:35])[C:25]=1[O:39]CC1C=CC=CC=1.O>CO.Cl.[C].[Pd]>[OH:19][CH:20]([CH:48]([OH:49])[CH2:52][OH:51])[CH2:21][NH:22][C:23](=[O:47])[C:24]1[CH:29]=[C:28]([F:30])[CH:27]=[C:26]([C:31](=[O:38])[NH:32][CH2:33][C:34]([F:37])([F:36])[F:35])[C:25]=1[OH:39] |f:5.6|. Procedure: 6.95 g (13.5 mmol) of 2 benzyloxy-5-fluoro-3-(2,2,2-trifluoroethylcarbamoyl)-benzoic acid-[2-hydroxy-2-(2,2-dimethyl-1,3-dioxolan-4-yl)-ethylamide] is dissolved in 20 ml of methanol, 5 ml of water and 5 ml of IN hydrochloric acid is added and stirred for 3 hours at room temperature. The solution is then adjusted to pH 6.3 by addition of anion exchanger Amberlite IRA 67, 200 mg of palladium-carbon (10%) is added and hydrogenated for 1 hour at normal pressure. The catalyst is then filtered off, th... Reactants: COC=1CCCC(N1)CCCC1=CC=CC=C1 (2,3,4,5-tetrahydro-6-methoxy-2-(3-phenylpropyl)pyridine), [Cl-].[NH4+] (ammonium chloride). Product: Cl.C1(=CC=CC=C1)CCCC1CCCC(N1)=N (6-(3-phenylpropyl)piperidin-2-imine, monohydrochloride). As a reaction SMILES: CO[C:3]1[CH2:4][CH2:5][CH2:6][CH:7]([CH2:9][CH2:10][CH2:11][C:12]2[CH:17]=[CH:16][CH:15]=[CH:14][CH:13]=2)[N:8]=1.[Cl-:18].[NH4+:19]>>[ClH:18].[C:12]1([CH2:11][CH2:10][CH2:9][CH:7]2[NH:8][C:3](=[NH:19])[CH2:4][CH2:5][CH2:6]2)[CH:17]=[CH:16][CH:15]=[CH:14][CH:13]=1 |f:1.2,3.4|. Procedure details: The product of Example 100 is reacted with ammonium chloride by the method of Example 5 to generate the title compound. The reactants are B, CCn1c(Cc2ccc(C(=O)N3CCC(N4CCCC4)C3)cc2)nc2ccccc21, C1CCOC1, C1CCOC1. Product: CCn1c(Cc2ccc(CN3CCC(N4CCCC4)C3)cc2)nc2ccccc21. RXN SMILES: [BH3:36].[N:1]1([CH:6]2[CH2:7][N:8]([C:11](=[O:12])[c:13]3[cH:14][cH:15][c:16]([CH2:19][c:20]4[n:21][c:22]5[c:23]([n:24]4[CH2:25][CH3:26])[cH:27][cH:28][cH:29][cH:30]5)[cH:17][cH:18]3)[CH2:9][CH2:10]2)[CH2:2][CH2:3][CH2:4][CH2:5]1.[O:31]1[CH2:32][CH2:33][CH2:34][CH2:35]1.[O:37]1[CH2:38][CH2:39][CH2:40][CH2:41]1>>[N:1]1([CH:6]2[CH2:7][N:8]([CH2:11][c:13]3[cH:14][cH:15][c:16]([CH2:19][c:20]4[n:21][c:22]5[c:23]([n:24]4[CH2:25][CH3:26])[cH:27][cH:28][cH:29][cH:30]5)[cH:17][cH:18]3)[CH2:9][CH2:10]2)[CH2:2][CH2:3][CH2:4][CH2:5]1. Reported procedure: Example 10 was carried out in accordance with the general directions for synthesis in process step a) from 1.0 ml (0.1 mmol) 2-amino-pyridine (0.1 M, DCM), 0.575 ml (0.115 mmol) tert.-butylisonitrile solution (0.2 M, DCM), 0.500 ml (0.15 mmol) benzaldehyde solution (0.3 M, DCM) and 10 μl perchloric acid (w=20%) and in process steps b) to d) by reacting the resultant reaction product with 0.4 mmol cyclohexylcarboxylic acid chloride. Yields the product [Cl-].C(C)(C)(C)N(C1=C([N+](=C2N1C=CC=C2)C(=O)C2CCCCC2)C2=CC=CC=C2)C(=O)C2CCCCC2 (3-(tert-butyl-cyclohexancarbonyl-amino)-1-cyclohexancarbonyl-2-phenyl-imidazo[1,2-a]pyridin-1-ium chloride). The reactants are C1(CCCCC1)C(=O)Cl (cyclohexylcarboxylic acid chloride), NC1=NC=CC=C1 (2-amino-pyridine), C(C)(C)(C)[N+]#[C-] (tert.-butylisonitrile), C(C1=CC=CC=C1)=O (benzaldehyde). RXN SMILES: [NH2:1][C:2]1[CH:7]=[CH:6][CH:5]=[CH:4][N:3]=1.[C:8]([N+:12]#[C-:13])([CH3:11])([CH3:10])[CH3:9].[CH:14](=[O:21])[C:15]1[CH:20]=[CH:19][CH:18]=[CH:17][CH:16]=1.[CH:22]1([C:28]([Cl:30])=[O:29])[CH2:27][CH2:26][CH2:25][CH2:24][CH2:23]1>Cl(O)(=O)(=O)=O>[Cl-:30].[C:8]([N:12]([C:28]([CH:22]1[CH2:27][CH2:26][CH2:25][CH2:24][CH2:23]1)=[O:29])[C:13]1[N:3]2[CH:4]=[CH:5][CH:6]=[CH:7][C:2]2=[N+:1]([C:14]([CH:15]2[CH2:20][CH2:19][CH2:18][CH2:17][CH2:16]2)=[O:21])[C:14]=1[C:15]1[CH:20]=[CH:19][CH:18]=[CH:17][CH:16]=1)([CH3:11])([CH3:10])[CH3:9] |f:5.6|. The solvent is Cl(=O)(=O)(=O)O (perchloric acid). The reactants are CO, O=[N+]([O-])c1ccc2[nH]c(CN3CCCC3)nc2c1. Product: Nc1ccc2[nH]c(CN3CCCC3)nc2c1. As a reaction SMILES: [CH3:19][OH:20].[N+:1]([O-:2])(=[O:3])[c:4]1[cH:5][c:6]2[c:7]([nH:8][c:9]([CH2:11][N:12]3[CH2:13][CH2:14][CH2:15][CH2:16]3)[n:10]2)[cH:17][cH:18]1>>[NH2:1][c:4]1[cH:5][c:6]2[c:7]([nH:8][c:9]([CH2:11][N:12]3[CH2:13][CH2:14][CH2:15][CH2:16]3)[n:10]2)[cH:17][cH:18]1.